This data is from the Open Reaction Database (ORD), a public repository of structured organic reaction records. The task is: describe an organic reaction: reactants, conditions, products, and yield Starting materials: NC1=CC(=C(C(=N1)C=1OC=CC1)C#N)OS(=O)(=O)C(F)(F)F (trifluoromethanesulfonic acid 6-amino-3-cyano-2-furan-2-yl-pyridin-4-yl ester), C(C1=CC=CC=C1)N (benzylamine). Solvent: COCCOC (DME). Run at temperature 80 celsius. Yields the product NC1=NC(=C(C#N)C(=C1)NCC1=CC=CC=C1)C=1OC=CC1 (6-amino-4-benzylamino-2-furan-2-yl-nicotinonitrile). The yield is 36.3%. Reaction SMILES: [NH2:1][C:2]1[N:7]=[C:6]([C:8]2[O:9][CH:10]=[CH:11][CH:12]=2)[C:5]([C:13]#[N:14])=[C:4](OS(C(F)(F)F)(=O)=O)[CH:3]=1.[CH2:23]([NH2:30])[C:24]1[CH:29]=[CH:28][CH:27]=[CH:26][CH:25]=1>COCCOC>[NH2:1][C:2]1[CH:3]=[C:4]([NH:30][CH2:23][C:24]2[CH:29]=[CH:28][CH:27]=[CH:26][CH:25]=2)[C:5]([C:13]#[N:14])=[C:6]([C:8]2[O:9][CH:10]=[CH:11][CH:12]=2)[N:7]=1. Procedure details: To a stirred solution of 250 mg (0.75 mmol) trifluoromethanesulfonic acid 6-amino-3-cyano-2-furan-2-yl-pyridin-4-yl ester in 10 ml DME was added 0.82 ml (7.56 mmol) benzylamine and the mixture heated at 80° C. for 72 hours. The reaction mixture was then cooled to room temperature and partitioned between dichloromethane and water. The phases were separated and the organic phase dried over sodium sulfate and concentrated in vacuo. The residue was triturated in ether/hexane to afford 79 mg (38%) 6-... Reactants: Cl.N1=C(C=CC=C1)SSCCC(=O)NN (3-(2-pyridyldithio)propionic acid hydrazide HCl), OC1=C2C(C=3C=CC=C(C3C(C2=C(C=2[C@H](C[C@@](CC12)(C(CO)=O)O)O[C@H]1C[C@H]2[C@H](O[C@@H]3[C@H](OCCN32)OC)[C@@H](O1)C)O)=O)OC)=O ((8S,10S)-6,8,11-trihydroxy-8-(hydroxyacetyl)-1-methoxy-10-{[(1S,3R,4aS,9S,9aR,10aS)-9-methoxy-1-methyloctahydro-1H-pyrano[4′,3′:4,5][1,3]oxazolo[2,3-c][1,4]oxazin-3-yl]oxy}-7,8,9,10-tetrahydrotetracene-5,12-dione). The solvent is CO (methanol). Run at time 20 hour. Product: OC/C(/[C@@]1(CC2=C(C=3C(C4=CC=CC(=C4C(C3C(=C2[C@H](C1)O[C@H]1C[C@H]2[C@H](O[C@@H]3[C@H](OCCN32)OC)[C@@H](O1)C)O)=O)OC)=O)O)O)=N\NC(CCSSC1=NC=CC=C1)=O (N′-{(1E)-2-hydroxy-1-[(2S,4S)-2,5,12-trihydroxy-7-methoxy-4-{[(1S,3R,4aS,9S,9aR,10aS)-9-methoxy-1-methyloctahydro-1H-pyrano[4′,3′:4,5][1,3]oxazolo[2,3-c][1,4]oxazin-3-yl]oxy}-6,11-dioxo-1,2,3,4,6,11-hexahydrotetracen-2-yl]ethylidene}-3-(pyridin-2-yldisulfanyl)propanehydrazide). The yield is 27.1%. RXN SMILES: Cl.[N:2]1[CH:7]=[CH:6][CH:5]=[CH:4][C:3]=1[S:8][S:9][CH2:10][CH2:11][C:12]([NH:14][NH2:15])=[O:13].[OH:16][C:17]1[C:34]2[CH2:33][C@@:32]([OH:39])([C:35](=O)[CH2:36][OH:37])[CH2:31][C@H:30]([O:40][C@@H:41]3[O:55][C@@H:54]([CH3:56])[C@H:44]4[O:45][C@H:46]5[N:51]([C@H:43]4[CH2:42]3)[CH2:50][CH2:49][O:48][C@@H:47]5[O:52][CH3:53])[C:29]=2[C:28]([OH:57])=[C:27]2[C:18]=1[C:19](=[O:61])[C:20]1[CH:21]=[CH:22][CH:23]=[C:24]([O:59][CH3:60])[C:25]=1[C:26]2=[O:58]>CO>[OH:37][CH2:36]/[C:35](=[N:15]\[NH:14][C:12](=[O:13])[CH2:11][CH2:10][S:9][S:8][C:3]1[CH:4]=[CH:5][CH:6]=[CH:7][N:2]=1)/[C@@:32]1([OH:39])[CH2:31][C@H:30]([O:40][C@@H:41]2[O:55][C@@H:54]([CH3:56])[C@H:44]3[O:45][C@H:46]4[N:51]([C@H:43]3[CH2:42]2)[CH2:50][CH2:49][O:48][C@@H:47]4[O:52][CH3:53])[C:29]2[C:34](=[C:17]([OH:16])[C:18]3[C:19](=[O:61])[C:20]4[C:25]([C:26](=[O:58])[C:27]=3[C:28]=2[OH:57])=[C:24]([O:59][CH3:60])[CH:23]=[CH:22][CH:21]=4)[CH2:33]1 |f:0.1|. Procedure details: A solution of 3-(2-pyridyldithio)propionic acid hydrazide HCl (41.5 mg, 0.156 mmol) in anhydrous methanol (5 ml) was added to (8S,10S)-6,8,11-trihydroxy-8-(hydroxyacetyl)-1-methoxy-10-{[(1S,3R,4aS,9S,9aR,10aS)-9-methoxy-1-methyloctahydro-1H-pyrano[4′,3′:4,5][1,3]oxazolo[2,3-c][1,4]oxazin-3-yl]oxy}-7,8,9,10-tetrahydrotetracene-5,12-dione [PNU-159682, compound IIA, prepared as reported in WO 9802446] (50 mg, 0.078 mmol). The solution was stirred in the dark at room temperature for 20 hours. The co... Reactants: CCO, CCCCCCCOC(=O)Cl, ClCCl, Cl, CCOC(=O)CCN(C(=O)c1ccc2c(c1)nc(CNc1ccc(C(=N)N)cc1OC)n2C)c1ccccn1. Yields the product CCCCCCCOC(=O)NC(=N)c1ccc(NCc2nc3cc(C(=O)N(CCC(=O)OCC)c4ccccn4)ccc3n2C)c(OC)c1. Reaction SMILES: [CH2:52]([OH:53])[CH3:54].[Cl:41][C:42](=[O:43])[O:44][CH2:45][CH2:46][CH2:47][CH2:48][CH2:49][CH2:50][CH3:51].[Cl:55][CH2:56][Cl:57].[ClH:1].[n:2]1[c:3]([N:8]([C:9](=[O:10])[c:11]2[cH:12][c:13]3[c:14]([n:15]([CH3:31])[c:16]([CH2:18][NH:19][c:20]4[c:21]([O:29][CH3:30])[cH:22][c:23]([C:26]([NH2:27])=[NH:28])[cH:24][cH:25]4)[n:17]3)[cH:32][cH:33]2)[CH2:34][CH2:35][C:36](=[O:37])[O:38][CH2:39][CH3:40])[cH:4][cH:5][cH:6][cH:7]1>>[n:2]1[c:3]([N:8]([C:9](=[O:10])[c:11]2[cH:12][c:13]3[c:14]([n:15]([CH3:31])[c:16]([CH2:18][NH:19][c:20]4[c:21]([O:29][CH3:30])[cH:22][c:23]([C:26](=[NH:27])[NH:28][C:42](=[O:43])[O:44][CH2:45][CH2:46][CH2:47][CH2:48][CH2:49][CH2:50][CH3:51])[cH:24][cH:25]4)[n:17]3)[cH:32][cH:33]2)[CH2:34][CH2:35][C:36](=[O:37])[O:38][CH2:39][CH3:40])[cH:4][cH:5][cH:6][cH:7]1. The product is FC1=CC=C(CCN2N=C(C=CC2=O)C2=CC=CC=C2)C=C1 (2-(4-Fluorophenethyl)-6-phenylpyridazin-3(2H)-one). Reaction SMILES: [C:1]1([C:7]2[CH:8]=[CH:9][C:10](=[O:13])[NH:11][N:12]=2)[CH:6]=[CH:5][CH:4]=[CH:3][CH:2]=1.Br[CH2:15][CH2:16][C:17]1[CH:22]=[CH:21][C:20]([F:23])=[CH:19][CH:18]=1.C(=O)([O-])[O-].[K+].[K+]>CN(C=O)C>[F:23][C:20]1[CH:21]=[CH:22][C:17]([CH2:16][CH2:15][N:11]2[C:10](=[O:13])[CH:9]=[CH:8][C:7]([C:1]3[CH:2]=[CH:3][CH:4]=[CH:5][CH:6]=3)=[N:12]2)=[CH:18][CH:19]=1 |f:2.3.4|. Reported procedure: A mixture of 6-phenyl-3(2h)-pyridazinone (306 mg, 1.78 mmol), 1-(2-bromo-ethyl)-4-fluoro-benzene (397 μl, 1.95 mmol), and potassium carbonate, −325 mesh (614 mg, 4.44 μmol) in DMF (5 mL) was stirred for 3 days at 23° C. The mixture was partitioned between CH2Cl2 (30 mL) and 5% NaHCO3 (15 mL). The aqueous was further extracted with CH2Cl2 (2×5 mL) and the combined organics was dried over MgSO4, and concentrated under reduced pressure To give a clear oil. MS (ESI pos. ion) m/z (MH+): 295. Calc'd e... Run in CN(C)C=O (DMF). The reactants are C1(=CC=CC=C1)C=1C=CC(NN1)=O (6-phenyl-3(2h)-pyridazinone), BrCCC1=CC=C(C=C1)F (1-(2-bromo-ethyl)-4-fluoro-benzene), C([O-])([O-])=O.[K+].[K+] (potassium carbonate). Reaction conditions: temperature 23 celsius, time 3 day. Starting materials: Cc1ccccc1, Cc1c(CC(=O)O)c(=O)oc2cc(N)ccc12, O=S(Cl)Cl. The product is Cc1c(CC(=O)Cl)c(=O)oc2cc(N)ccc12. RXN SMILES: [CH3:22][c:23]1[cH:24][cH:25][cH:26][cH:27][cH:28]1.[NH2:1][c:2]1[cH:3][cH:4][c:5]2[c:6]([CH3:17])[c:7]([CH2:13][C:14](=[O:15])[OH:16])[c:8](=[O:12])[o:9][c:10]2[cH:11]1.[S:18]([Cl:19])([Cl:20])=[O:21]>>[NH2:1][c:2]1[cH:3][cH:4][c:5]2[c:6]([CH3:17])[c:7]([CH2:13][C:14](=[O:15])[Cl:20])[c:8](=[O:12])[o:9][c:10]2[cH:11]1. The reactants are O=C(NC1CCNC1)C12CC3CC(CC(C3)C1)C2, Cc1ccc(S(=O)(=O)OCC2CCc3ccccc3C2)cc1. Yields the product O=C(NC1CCN(CC2CCc3ccccc3C2)C1)C12CC3CC(CC(C3)C1)C2. As a reaction SMILES: [NH:1]1[CH2:2][CH:3]([NH:6][C:7](=[O:8])[C:9]23[CH2:10][CH:11]4[CH2:12][CH:13]([CH2:14][CH:15]([CH2:16]2)[CH2:17]4)[CH2:18]3)[CH2:4][CH2:5]1.[c:19]1([CH3:20])[cH:21][cH:22][c:23]([S:24]([O:25][CH2:29][CH:30]2[CH2:31][c:32]3[cH:33][cH:34][cH:35][cH:36][c:37]3[CH2:38][CH2:39]2)(=[O:26])=[O:27])[cH:28][cH:40]1>>[N:1]1([CH2:29][CH:30]2[CH2:31][c:32]3[cH:33][cH:34][cH:35][cH:36][c:37]3[CH2:38][CH2:39]2)[CH2:2][CH:3]([NH:6][C:7](=[O:8])[C:9]23[CH2:10][CH:11]4[CH2:12][CH:13]([CH2:14][CH:15]([CH2:16]2)[CH2:17]4)[CH2:18]3)[CH2:4][CH2:5]1. Starting materials: C(C)OC(CCCBr)=O (Ethyl-4-bromobutyrate), NC1=C(C=C(C(=C1)OC)OC)C(C)=O (2'-amino-4',5'-dimethoxyacetophenone), C(=O)(O)[O-].[Na+] (NaHCO3). Solvent: C(Cl)(Cl)Cl (CHCl3), C(C)N(CC)CC (triethylamine). Conditions: temperature 110 celsius. Yields the product C(=O)(OCC)CCCNC1=C(C=C(C(=C1)OC)OC)C(C)=O (2'-(N-3-Carbethoxypropylamino)-4',5'-dimethoxyacetophenone). Yield: 62.0%. As a reaction SMILES: [CH2:1]([O:3][C:4](=[O:9])[CH2:5][CH2:6][CH2:7]Br)[CH3:2].[NH2:10][C:11]1[CH:16]=[C:15]([O:17][CH3:18])[C:14]([O:19][CH3:20])=[CH:13][C:12]=1[C:21](=[O:23])[CH3:22].C([O-])(O)=O.[Na+]>C(N(CC)CC)C.C(Cl)(Cl)Cl>[C:4]([CH2:5][CH2:6][CH2:7][NH:10][C:11]1[CH:16]=[C:15]([O:17][CH3:18])[C:14]([O:19][CH3:20])=[CH:13][C:12]=1[C:21](=[O:23])[CH3:22])([O:3][CH2:1][CH3:2])=[O:9] |f:2.3|. Procedure: Ethyl-4-bromobutyrate (190.7 g, 978 mM) was added with stirring to 2'-amino-4',5'-dimethoxyacetophenone (31.8 g, 163 mM) in triethylamine (33.9 mM) and the reaction mixture was heated at 110° C. for one hour. After cooling to room temperature 100 mL of 2% NaHCO3 was added and the reaction mixture was stirred for sixteen hours. A yellow solid formed which was dissolved in CHCl3 (250 mL). The aqueous phase was extracted with CHCl3 (4×200 mL), the organic extracts were combined and dried over MgSO4... Reactants: FC=1C=CC(=C(C1)NC=1C2=C(SC1)C=CC=C2)S(=O)(=O)C (N-(5-fluoro-2-(methylsulfonyl)phenyl)benzo[b]thiophen-3-amine), N1CCNCC1 (piperazine), C(C)(C)N(C(C)C)CC (N,N-diisopropylethylamine), S1C2=C(C(=C1)N)C=CC=C2 (benzo[b]thiophen-3-amine), FC1=C(C=CC(=C1)F)S(=O)(=O)C (2,4-difluoro-1-(methylsulfonyl)benzene), C(C)(C)N(C(C)C)CC (N,N-diisopropylethylamine). Run in O (water), C(C)#N (acetonitrile), CN(C=O)C (N,N-dimethylformamide). The product is CS(=O)(=O)C1=C(C=C(C=C1)N1CCNCC1)NC=1C2=C(SC1)C=CC=C2 (N-(2-(Methylsulfonyl)-5-(piperazin-1-yl)phenyl)benzo[b]thiophen-3-amine). Yield: 16.0%. RXN SMILES: S1C=C(N)C2C=CC=CC1=2.FC1C=C(F)C=CC=1S(C)(=O)=O.C(N(CC)C(C)C)(C)C.F[C:33]1[CH:34]=[CH:35][C:36]([S:49]([CH3:52])(=[O:51])=[O:50])=[C:37]([NH:39][C:40]2[C:41]3[CH:48]=[CH:47][CH:46]=[CH:45][C:42]=3[S:43][CH:44]=2)[CH:38]=1.[NH:53]1[CH2:58][CH2:57][NH:56][CH2:55][CH2:54]1>CN(C)C=O.C(#N)C.O>[CH3:52][S:49]([C:36]1[CH:35]=[CH:34][C:33]([N:53]2[CH2:58][CH2:57][NH:56][CH2:55][CH2:54]2)=[CH:38][C:37]=1[NH:39][C:40]1[C:41]2[CH:48]=[CH:47][CH:46]=[CH:45][C:42]=2[S:43][CH:44]=1)(=[O:51])=[O:50]. Reported procedure: A solution of benzo[b]thiophen-3-amine (1.1 mmol), 2,4-difluoro-1-(methylsulfonyl)benzene (1.1 mmol) and N,N-diisopropylethylamine (4.00 mmol) in N,N-dimethylformamide (2 mL) was stirred at 110° C. for 16 h. The reaction was cooled to room temperature, poured over water and extracted with diethyl ether. The solvent was concentrated in vacuo and the residue was used without further purification for the following reaction. N-(5-fluoro-2-(methylsulfonyl)phenyl)benzo[b]thiophen-3-amine (0.3 mmol), p... Starting materials: ClC1=C(C=C(C=C1)C(C)=O)S(N)(=O)=O (4'-chloro-3'-sulfamoylacetophenone), BrBr (bromine), BrBr (bromine), Br (hydrobromic acid). Solvent: C(C)(=O)OCC (ethyl acetate). Yields the product BrCC(=O)C1=CC(=C(C=C1)Cl)S(N)(=O)=O (2-bromo-4'-chloro-3'-sulfamoylacetophenone). As a reaction SMILES: [Cl:1][C:2]1[CH:7]=[CH:6][C:5]([C:8](=[O:10])[CH3:9])=[CH:4][C:3]=1[S:11](=[O:14])(=[O:13])[NH2:12].[Br:15]Br.Br>C(OCC)(=O)C>[Br:15][CH2:9][C:8]([C:5]1[CH:6]=[CH:7][C:2]([Cl:1])=[C:3]([S:11](=[O:13])(=[O:14])[NH2:12])[CH:4]=1)=[O:10]. Procedure: 4.7 g. of 4'-chloro-3'-sulfamoylacetophenone were suspended in 50 ml of ethyl acetate and to that suspension, some drops of a solution of 3.2 g of bromine were added until the mixture was distinctly brown. The suspension was heated to about 60° - 70° C until the color changed (addition of a drop of 48% hydrobromic acid possible), cooled and the residual amount of the bromine solution was added dropwise at room temperature, while stirring. After distilling off the solvent, 2-bromo-4'-chloro-3'-su...